Dataset: the Open Reaction Database (ORD), a public repository of structured organic reaction records. Task: describe an organic reaction: reactants, conditions, products, and yield Starting materials: CC(C)(C)c1nc(-c2cccc(OCc3ccccc3)c2)c2c(Cl)nccn12, CC(C)O, N. Yields the product CC(C)(C)c1nc(-c2cccc(OCc3ccccc3)c2)c2c(N)nccn12. As a reaction SMILES: [CH2:2]([c:3]1[cH:4][cH:5][cH:6][cH:7][cH:8]1)[O:9][c:10]1[cH:11][c:12](-[c:16]2[n:17][c:18]([C:26]([CH3:27])([CH3:28])[CH3:29])[n:19]3[c:20]2[c:21]([Cl:25])[n:22][cH:23][cH:24]3)[cH:13][cH:14][cH:15]1.[CH:30]([OH:31])([CH3:32])[CH3:33].[NH3:1]>>[NH2:1][c:21]1[c:20]2[c:16](-[c:12]3[cH:11][c:10]([O:9][CH2:2][c:3]4[cH:4][cH:5][cH:6][cH:7][cH:8]4)[cH:15][cH:14][cH:13]3)[n:17][c:18]([C:26]([CH3:27])([CH3:28])[CH3:29])[n:19]2[cH:24][cH:23][n:22]1. Starting materials: BrC1=CC=C(C=C1)CBr (1-bromo-4-(bromomethyl)benzene), C(C)(C)N (isopropylamine), C([O-])([O-])=O.[K+].[K+] (potassium carbonate). Run in C(C)#N (acetonitrile). Product: BrC1=CC=C(CNC(C)C)C=C1 (N-(4-Bromobenzyl)propan-2-amine). Yield: 76.7%. Reaction SMILES: [Br:1][C:2]1[CH:7]=[CH:6][C:5]([CH2:8]Br)=[CH:4][CH:3]=1.[CH:10]([NH2:13])([CH3:12])[CH3:11].C(=O)([O-])[O-].[K+].[K+]>C(#N)C>[Br:1][C:2]1[CH:7]=[CH:6][C:5]([CH2:8][NH:13][CH:10]([CH3:12])[CH3:11])=[CH:4][CH:3]=1 |f:2.3.4|. Reported procedure: A solution of 1-bromo-4-(bromomethyl)benzene (2.0 g, 8.0 mmol), isopropylamine (950 mg, 16 mmol) and potassium carbonate (2.2 g, 16 mmol) in acetonitrile (40 mL) was stirred at room temperature for 18 h. The reaction mixture was quenched with water and extracted with ethyl acetate. The combined organic layers were washed with brine, dried over anhydrous sodium sulfate, filtered, and concentrated. The residue was purified by column chromatography (silica, 0-100% methylene chloride/methanol) to af... Starting materials: COC1=CC=C(C=C1)S(=O)(=O)C1=CN=C(NC1CC1=C(C=C(C=C1C)C)C)C (5-(4-methoxy-benzenesulfonyl)-2-methyl-6-(2,4,6-trimethylbenzyl)-1,6-dihydro-pyrimidine), C[N+]1(CCOCC1)[O-] (NMO). Reagents/catalysts: CCC[N+](CCC)(CCC)CCC.[O-][Ru](=O)(=O)=O (TPAP). The solvent is C(Cl)Cl (CH2Cl2). The product is COC1=CC=C(C=C1)S(=O)(=O)C=1C(=NC(=NC1)C)CC1=C(C=C(C=C1C)C)C (5-(4-Methoxy-benzenesulfonyl)-2-methyl-4-(2,4,6-trimethylbenzyl)-pyrimidine). Isolated yield 82.3%. Reaction SMILES: [CH3:1][O:2][C:3]1[CH:8]=[CH:7][C:6]([S:9]([C:12]2[CH:17]([CH2:18][C:19]3[C:24]([CH3:25])=[CH:23][C:22]([CH3:26])=[CH:21][C:20]=3[CH3:27])[NH:16][C:15]([CH3:28])=[N:14][CH:13]=2)(=[O:11])=[O:10])=[CH:5][CH:4]=1.C[N+]1([O-])CCOCC1>CCC[N+](CCC)(CCC)CCC.[O-][Ru](=O)(=O)=O.C(Cl)Cl>[CH3:1][O:2][C:3]1[CH:8]=[CH:7][C:6]([S:9]([C:12]2[C:17]([CH2:18][C:19]3[C:20]([CH3:27])=[CH:21][C:22]([CH3:26])=[CH:23][C:24]=3[CH3:25])=[N:16][C:15]([CH3:28])=[N:14][CH:13]=2)(=[O:11])=[O:10])=[CH:5][CH:4]=1 |f:2.3|. Procedure: A mixture 5-(4-methoxy-benzenesulfonyl)-2-methyl-6-(2,4,6-trimethylbenzyl)-1,6-dihydro-pyrimidine (167 mg, 0.42 mmol), NMO (74 mg, 0.63 mmol), TPAP (29 mg, 0.084 mmol), 4 Å molecular sieves (200 mg) and CH2Cl2 (5 mL) was stirred under N2 at room temperature for 2 h. The mixture was filtered through a pad of silica gel and the filtrate was concentrated in vacuo. The residue was purified by chromatography on silica gel (67:33 hexanes/EtOAc) to provide the target compound (137 mg, 82%) as a light y...